describe an organic reaction: reactants, conditions, products, and yield From a dataset of the Open Reaction Database (ORD), a public repository of structured organic reaction records. The reactants are NCC=1C(=C(C(=CC1)CC)OC=1C=C(C#N)C=C(C1)Cl)F (3-{[3-(aminomethyl)-6-ethyl-2-fluorophenyl]oxy}-5-chlorobenzonitrile), ClC=1N=C(NC1C(=O)O)C (4-chloro-2-methyl-1H-imidazole-5-carboxylic acid), C(CCl)Cl (EDC), C=1C=CC2=C(C1)N=NN2O (HOBT), C(=O)(O)[O-].[Na+] (NaHCO3). Solvent: CN(C)C=O (DMF), C(C)(=O)OCC (ethyl acetate). Yields the product ClC=1N=C(NC1C(=O)NCC1=C(C(=C(C=C1)CC)OC1=CC(=CC(=C1)C#N)Cl)F)C (4-chloro-N-({3-[(3-chloro-5-cyanophenyl)oxy]-4-ethyl-2-fluorophenyl}methyl)-2-methyl-1H-imidazole-5-carboxamide). Isolated yield 47.3%. RXN SMILES: [NH2:1][CH2:2][C:3]1[C:4]([F:21])=[C:5]([O:11][C:12]2[CH:13]=[C:14]([CH:17]=[C:18]([Cl:20])[CH:19]=2)[C:15]#[N:16])[C:6]([CH2:9][CH3:10])=[CH:7][CH:8]=1.[Cl:22][C:23]1[N:24]=[C:25]([CH3:31])[NH:26][C:27]=1[C:28](O)=[O:29].C(Cl)CCl.C1C=CC2N(O)N=NC=2C=1.C([O-])(O)=O.[Na+]>CN(C=O)C.C(OCC)(=O)C>[Cl:22][C:23]1[N:24]=[C:25]([CH3:31])[NH:26][C:27]=1[C:28]([NH:1][CH2:2][C:3]1[CH:8]=[CH:7][C:6]([CH2:9][CH3:10])=[C:5]([O:11][C:12]2[CH:13]=[C:14]([C:15]#[N:16])[CH:17]=[C:18]([Cl:20])[CH:19]=2)[C:4]=1[F:21])=[O:29] |f:4.5|. Procedure: A solution of 3-{[3-(aminomethyl)-6-ethyl-2-fluorophenyl]oxy}-5-chlorobenzonitrile (0.075 g, 0.246 mmol), 4-chloro-2-methyl-1H-imidazole-5-carboxylic acid (0.040 g, 0.246 mmol), EDC (0.047 g, 0.246 mmol) and HOBT (0.038 g, 0.246 mmol) in DMF (4 ml) was stirred at RT under an atmosphere of nitrogen for 1 h then ethyl acetate (100 mL) and saturated aqueous NaHCO3 solution (100 mL) were added. The organic layer was separated, washed with saturated aqueous NaHCO3 solution (100 mL), water (100 mL), d... Reactants: [OH-].[Na+] (sodium hydroxide), COS(=O)(=O)OC (dimethylsulfate), N1C(=NC2=C1C=CC=C2)C2=NC1=C(N2)C=CC=C1 (1H,1′H-2,2′-bibenzimidazole), [OH-].[Na+] (sodium hydroxide), COS(=O)(=O)OC (dimethylsulfate), COS(=O)(=O)OC (dimethylsulfate). The solvent is CN(C=O)C (N,N-dimethylformamide). Run at time 24 hour. Product: CN1C(=NC2=C1C=CC=C2)C2=NC1=C(N2)C=CC=C1 (1-Methyl-1H,1′H-2,2′-bibenzimidazole). The yield is 39.3%. Reaction SMILES: [NH:1]1[C:5]2[CH:6]=[CH:7][CH:8]=[CH:9][C:4]=2[N:3]=[C:2]1[C:10]1[NH:14][C:13]2[CH:15]=[CH:16][CH:17]=[CH:18][C:12]=2[N:11]=1.[OH-].[Na+].[CH3:21]OS(OC)(=O)=O>CN(C)C=O>[CH3:21][N:1]1[C:5]2[CH:6]=[CH:7][CH:8]=[CH:9][C:4]=2[N:3]=[C:2]1[C:10]1[NH:11][C:12]2[CH:18]=[CH:17][CH:16]=[CH:15][C:13]=2[N:14]=1 |f:1.2|. Reported procedure: To a flask were added 1.2 g 1H,1′H-2,2′-bibenzimidazole, 0.45 g sodium hydroxide, 100 ml N,N-dimethylformamide and 1.4 g dimethylsulfate. The mixture was heated to 45 C under nitrogen for 16 hours and another 0.45 g sodium hydroxide and 2.8 g dimethylsulfate were added and the mixture was stirred at 45 C for 24 hours. Another 4.2 g of dimethylsulfate were added and the mixture was stirred at 45 C for 24 hours, then cooled to 22 C and quenched with 350 ml water. The off-white solid was filtered a... The reactants are NCCC1=NC2=CC=CC=C2C=C1 (2-(2-aminoethyl) quinoline), C12C(C3CC(CC(C1)C3)C2)OC(=O)NC(CC2=CNC3=CC=CC=C23)(C(=O)O)C (2-adamantyloxycarbonyl-α-methyl-DL-tryptophan), CN1CCOCC1 (N-methylmorpholine), ClC(=O)OCC(C)C (isobutyl chloroformate). Run in C1CCOC1 (THF), C1CCOC1 (THF). Run at temperature -22 celsius, time 1 hour. Product: N1C=C(C2=CC=CC=C12)CC(C(=O)NCCC1=NC2=CC=CC=C2C=C1)(C)NC(OC1C2CC3CC(CC1C3)C2)=O (Tricyclo [3.3.1.13,7 ]dec-2-yl (±)-[1-(1H- indol-3-ylmethyl)-1-methyl-2-oxo-[[2-(2-quinolinyl)ethyl]amino]ethyl]carbamate). Yield: 17.3%. Reaction SMILES: [CH:1]12[CH2:10][CH:5]3[CH2:6][CH:7]([CH2:9][CH:3]([CH2:4]3)[CH:2]1[O:11][C:12]([NH:14][C:15]([CH3:29])([C:26](O)=[O:27])[CH2:16][C:17]1[C:25]3[C:20](=[CH:21][CH:22]=[CH:23][CH:24]=3)[NH:19][CH:18]=1)=[O:13])[CH2:8]2.CN1CCOCC1.ClC(OCC(C)C)=O.[NH2:45][CH2:46][CH2:47][C:48]1[CH:57]=[CH:56][C:55]2[C:50](=[CH:51][CH:52]=[CH:53][CH:54]=2)[N:49]=1>C1COCC1>[NH:19]1[C:20]2[C:25](=[CH:24][CH:23]=[CH:22][CH:21]=2)[C:17]([CH2:16][C:15]([NH:14][C:12](=[O:13])[O:11][CH:2]2[CH:1]3[CH2:10][CH:5]4[CH2:6][CH:7]([CH2:9][CH:3]2[CH2:4]4)[CH2:8]3)([CH3:29])[C:26]([NH:45][CH2:46][CH2:47][C:48]2[CH:57]=[CH:56][C:55]3[C:50](=[CH:51][CH:52]=[CH:53][CH:54]=3)[N:49]=2)=[O:27])=[CH:18]1. Procedure: To a stirred solution of 2-adamantyloxycarbonyl-α-methyl-DL-tryptophan (1.59 g, 4.0 mmole) in dry THF (50 mL) at -22° C. was added N-methylmorpholine (0.644 g, 6.3 mmole) and isobutyl chloroformate (0.632 g, 4.6 mmole). The mixture was stirred at -22° C. for 1 hour and then a solution of 2-(2-aminoethyl) quinoline (0.690 g, 4.0 mmole) in dry THF (15 mL) was added. After stirring at this temperature 4 hours the reaction mixture was allowed to stir at room temperature 15 hours. The solvent was rem... The product is ClC=1C(=NC(=NC1)NC=1C=CC2=C(CCCC(C2)N2CCOCC2)C1OC)NC1=C(C=CC=C1)S(=O)(=O)N(C)C (2-[5-Chloro-2-(1-methoxy-6-morpholin-4-yl-6,7,8,9-tetrahydro-5H-benzocyclohepten-2-ylamino)-pyrimidin-4-ylamino]-N,N-dimethyl-benzenesulfonamide), foam. As a reaction SMILES: [CH3:1][O:2][C:3]1[C:8]2[CH2:9][CH2:10][CH2:11][CH:12]([N:14]3[CH2:19][CH2:18][O:17][CH2:16][CH2:15]3)[CH2:13][C:7]=2[CH:6]=[CH:5][C:4]=1[NH2:20].Cl[C:22]1[N:27]=[C:26]([NH:28][C:29]2[CH:34]=[CH:33][CH:32]=[CH:31][C:30]=2[S:35]([N:38]([CH3:40])[CH3:39])(=[O:37])=[O:36])[C:25]([Cl:41])=[CH:24][N:23]=1>>[Cl:41][C:25]1[C:26]([NH:28][C:29]2[CH:34]=[CH:33][CH:32]=[CH:31][C:30]=2[S:35]([N:38]([CH3:40])[CH3:39])(=[O:37])=[O:36])=[N:27][C:22]([NH:20][C:4]2[CH:5]=[CH:6][C:7]3[CH2:13][CH:12]([N:14]4[CH2:19][CH2:18][O:17][CH2:16][CH2:15]4)[CH2:11][CH2:10][CH2:9][C:8]=3[C:3]=2[O:2][CH3:1])=[N:23][CH:24]=1. Starting materials: COC1=C(C=CC2=C1CCCC(C2)N2CCOCC2)N (1-methoxy-6-morpholin-4-yl-6,7,8,9-tetrahydro-5H-benzocyclohepten-2-ylamine), ClC1=NC=C(C(=N1)NC1=C(C=CC=C1)S(=O)(=O)N(C)C)Cl (2-(2,5-dichloropyrimidin-4-ylamino)-N,N-dimethylbenzenesulfonamide). Yield: 80.0%. Reported procedure: The title compound was prepared from 1-methoxy-6-morpholin-4-yl-6,7,8,9-tetrahydro-5H-benzocyclohepten-2-ylamine (50 mg, 0.2 mmol) and 2-(2,5-dichloropyrimidin-4-ylamino)-N,N-dimethylbenzenesulfonamide (70 mg, 0.2 mmol) in an analogous manner to Example 936 to afford an off white foam (81 mg, 80%). Mp: 171-4° C. LCMS (m/e) 587 (M+1); 1H-NMR (CDCl3, 400 MHz) δ 9.42 (s, 1H), 8.57 (d, J=8 Hz, 1H), 8.17 (s, 1H), 8.02 (d, J=8 Hz, 1H), 7.90 (d, J=8 Hz, 1H), 7.63 (m, 1H), 7.50 (s, 1H), 7.29 (m, 1H), 6....